From a dataset of the Open Reaction Database (ORD), a public repository of structured organic reaction records. describe an organic reaction: reactants, conditions, products, and yield Reactants: NC1=NC(=C(C(=N1)C)CC=1C=C(C=CC1OC)CC(=O)O)NCCCCC (2-(3-((2-Amino-4-methyl-6-(pentylamino)pyrimidin-5-yl)methyl)-4-methoxyphenyl)acetic acid), CO (MeOH). Solvent: Cl (HCl), O1CCOCC1 (dioxane). Product: NC1=NC(=C(C(=N1)C)CC=1C=C(C=CC1OC)CC(=O)OC)NCCCCC (Methyl 2-(3-((2-amino-4-methyl-6-(pentylamino)pyrimidin-5-yl)methyl)-4-methoxyphenyl)acetate). Reaction SMILES: [NH2:1][C:2]1[N:7]=[C:6]([CH3:8])[C:5]([CH2:9][C:10]2[CH:11]=[C:12]([CH2:18][C:19]([OH:21])=[O:20])[CH:13]=[CH:14][C:15]=2[O:16][CH3:17])=[C:4]([NH:22][CH2:23][CH2:24][CH2:25][CH2:26][CH3:27])[N:3]=1.[CH3:28]O>Cl.O1CCOCC1>[NH2:1][C:2]1[N:7]=[C:6]([CH3:8])[C:5]([CH2:9][C:10]2[CH:11]=[C:12]([CH2:18][C:19]([O:21][CH3:28])=[O:20])[CH:13]=[CH:14][C:15]=2[O:16][CH3:17])=[C:4]([NH:22][CH2:23][CH2:24][CH2:25][CH2:26][CH3:27])[N:3]=1. Reported procedure: A solution of the product from step (iv) (135 mg) in MeOH (5 ml) and 4M HCl in dioxane (0.5 ml) was stirred at rt for 18 h. The solvent was evaporated and the residue purified by RPHPLC to give the title compound as a solid, 31 mg. Reactants: C(=NC1CCCCC1)=NC1CCCCC1, Cl, O=C(O)C(Nc1cc(F)c(F)c(F)c1)c1cccc(F)c1, OC1CN2CCC1CC2, C1CCOC1, On1nnc2ccccc21. Yields the product O=C(OC1CN2CCC1CC2)C(Nc1cc(F)c(F)c(F)c1)c1cccc(F)c1. Reaction SMILES: [CH:1]1([N:2]=[C:3]=[N:4][CH:5]2[CH2:6][CH2:7][CH2:8][CH2:9][CH2:10]2)[CH2:11][CH2:12][CH2:13][CH2:14][CH2:15]1.[ClH:16].[F:17][c:18]1[cH:19][c:20]([CH:24]([C:25](=[O:26])[OH:27])[NH:28][c:29]2[cH:30][c:31]([F:37])[c:32]([F:36])[c:33]([F:35])[cH:34]2)[cH:21][cH:22][cH:23]1.[N:48]12[CH2:49][CH:50]([OH:56])[CH:51]([CH2:52][CH2:53]1)[CH2:54][CH2:55]2.[O:57]1[CH2:58][CH2:59][CH2:60][CH2:61]1.[OH:38][n:39]1[c:40]2[c:41]([cH:42][cH:43][cH:44][cH:45]2)[n:46][n:47]1>>[F:17][c:18]1[cH:19][c:20]([CH:24]([C:25](=[O:26])[O:27][CH:50]2[CH2:49][N:48]3[CH2:53][CH2:52][CH:51]2[CH2:54][CH2:55]3)[NH:28][c:29]2[cH:30][c:31]([F:37])[c:32]([F:36])[c:33]([F:35])[cH:34]2)[cH:21][cH:22][cH:23]1. The reactants are [B-](F)(F)(F)F.CN(C)C(=[N+](C)C)ON1C=CC=CC1=O (2-(2-pyridon-1-yl)-1,1,3,3-tetramethyluronium tetrafluoroborate), CCN(C(C)C)C(C)C (Hünig's base), CN(N)C (N,N-dimethyl hydrazine), ClC1=CC=C(C=C1)S(=O)(=O)N([C@H]1C(NCCC(C1)(C)C)=O)CC1=C(C=C(C(=O)O)C=C1)F (4-{[(4-Chloro-benzenesulfonyl)-((R)-5,5-dimethyl-2-oxo-azepan-3-yl)-amino]-methyl}-3-fluoro-benzoic acid). Run in CN(C)C=O (DMF). The product is ClC1=CC=C(C=C1)S(=O)(=O)N([C@H]1C(NCCC(C1)(C)C)=O)CC1=C(C=C(C=C1)C(=O)NN(C)C)F (4-chloro-N-[4-(N′,N′-dimethyl-hydrazinocarbonyl)-2-fluoro-benzyl]-N-((R)-5,5-dimethyl-2-oxo-azepan-3-yl)-benzenesulfonamide). RXN SMILES: [Cl:1][C:2]1[CH:7]=[CH:6][C:5]([S:8]([N:11]([CH2:22][C:23]2[CH:31]=[CH:30][C:26]([C:27]([OH:29])=O)=[CH:25][C:24]=2[F:32])[C@@H:12]2[CH2:18][C:17]([CH3:20])([CH3:19])[CH2:16][CH2:15][NH:14][C:13]2=[O:21])(=[O:10])=[O:9])=[CH:4][CH:3]=1.[B-](F)(F)(F)F.CN(C(ON1C(=O)C=CC=C1)=[N+](C)C)C.CCN(C(C)C)C(C)C.[CH3:62][N:63]([CH3:65])[NH2:64]>CN(C=O)C>[Cl:1][C:2]1[CH:3]=[CH:4][C:5]([S:8]([N:11]([CH2:22][C:23]2[CH:31]=[CH:30][C:26]([C:27]([NH:64][N:63]([CH3:65])[CH3:62])=[O:29])=[CH:25][C:24]=2[F:32])[C@@H:12]2[CH2:18][C:17]([CH3:19])([CH3:20])[CH2:16][CH2:15][NH:14][C:13]2=[O:21])(=[O:10])=[O:9])=[CH:6][CH:7]=1 |f:1.2|. Reported procedure: 4-{[(4-Chloro-benzenesulfonyl)-((R)-5,5-dimethyl-2-oxo-azepan-3-yl)-amino]-methyl}-3-fluoro-benzoic acid (0.15 g, 0.30 mmol) was dissolved in DMF (20 ml) and treated with 2-(2-pyridon-1-yl)-1,1,3,3-tetramethyluronium tetrafluoroborate (TPTU) (0.1 g, 0.33 mmol), Hünig's base (0.15 ml, 0.90 mmol) and N,N-dimethyl hydrazine (0.07 ml, 0.90 mmol). After 1 h the reaction mixture was concentrated under reduced pressure and the residue was dissolved in ethyl acetate and washed with NaHCO3, KHSO4/K2SO4, ... Starting materials: O=C(Cl)c1ccccc1, [Cl-], O, CC12CCC3C(CCC4C(=O)CCCC43C)C1CCC2O, c1ccncc1. Yields the product CC12CCC3C(CCC4C(=O)CCCC43C)C1CCC2OC(=O)c1ccccc1. Reaction SMILES: [C:7]([c:8]1[cH:9][cH:10][cH:11][cH:12][cH:13]1)(=[O:14])[Cl:15].[Cl-:37].[OH2:38].[OH:16][CH:17]1[C:18]2([CH3:19])[CH:20]([CH2:21][CH2:22]1)[CH:23]1[CH2:24][CH2:25][CH:26]3[C:27](=[O:36])[CH2:28][CH2:29][CH2:30][C:31]3([CH3:32])[CH:33]1[CH2:34][CH2:35]2.[cH:1]1[cH:2][cH:3][n:4][cH:5][cH:6]1>>[C:7]([c:8]1[cH:9][cH:10][cH:11][cH:12][cH:13]1)(=[O:14])[O:16][CH:17]1[C:18]2([CH3:19])[CH:20]([CH2:21][CH2:22]1)[CH:23]1[CH2:24][CH2:25][CH:26]3[C:27](=[O:36])[CH2:28][CH2:29][CH2:30][C:31]3([CH3:32])[CH:33]1[CH2:34][CH2:35]2. The reactants are [C-]#[N+]Cc1cccc(Br)c1, C#Cc1ccc(CCC(=O)OC)cc1. The product is [C-]#[N+]Cc1cccc(C#Cc2ccc(CCC(=O)OC)cc2)c1. RXN SMILES: [Br:15][c:16]1[cH:17][c:18]([CH2:22][N+:23]#[C-:24])[cH:19][cH:20][cH:21]1.[C:1](#[CH:2])[c:3]1[cH:4][cH:5][c:6]([CH2:9][CH2:10][C:11](=[O:12])[O:13][CH3:14])[cH:7][cH:8]1>>[C:1](#[C:2][c:16]1[cH:17][c:18]([CH2:22][N+:23]#[C-:24])[cH:19][cH:20][cH:21]1)[c:3]1[cH:4][cH:5][c:6]([CH2:9][CH2:10][C:11](=[O:12])[O:13][CH3:14])[cH:7][cH:8]1. Product: CN(CCN)Cc1ccc2ccccc2n1. RXN SMILES: [CH3:1][N:2]([CH2:3][CH2:4][N:5]1[C:6](=[O:7])[c:8]2[c:9]([cH:10][cH:11][cH:12][cH:13]2)[C:14]1=[O:15])[CH2:16][c:17]1[n:18][c:19]2[cH:20][cH:21][cH:22][cH:23][c:24]2[cH:25][cH:26]1.[CH3:29][CH2:30][OH:31].[NH2:27][NH2:28]>>[CH3:1][N:2]([CH2:3][CH2:4][NH2:5])[CH2:16][c:17]1[n:18][c:19]2[cH:20][cH:21][cH:22][cH:23][c:24]2[cH:25][cH:26]1. The reactants are CN(CCN1C(=O)c2ccccc2C1=O)Cc1ccc2ccccc2n1, CCO, NN. Starting materials: [BH4-].[Na+] (sodium borohydride), CC(C)CCC(CCC(C)C)=O (2,8-dimethylnonan-5-one), NCCCCCCCN1CCCCC1 (1-(7-aminoheptyl)piperidine), Cl.C(C)O (hydrochloric acid ethanol). Solvent: CO (methanol). The product is CC(CCC(CCC(C)C)NCCCCCCCN1CCCCC1)C (1-[7-[4-Methyl-1-(3-methylbutyl)pentylamino]heptyl]piperidine). As a reaction SMILES: [CH3:1][CH:2]([CH2:4][CH2:5][C:6](=O)[CH2:7][CH2:8][CH:9]([CH3:11])[CH3:10])[CH3:3].[NH2:13][CH2:14][CH2:15][CH2:16][CH2:17][CH2:18][CH2:19][CH2:20][N:21]1[CH2:26][CH2:25][CH2:24][CH2:23][CH2:22]1.Cl.C(O)C.[BH4-].[Na+]>CO>[CH3:1][CH:2]([CH3:3])[CH2:4][CH2:5][CH:6]([NH:13][CH2:14][CH2:15][CH2:16][CH2:17][CH2:18][CH2:19][CH2:20][N:21]1[CH2:22][CH2:23][CH2:24][CH2:25][CH2:26]1)[CH2:7][CH2:8][CH:9]([CH3:11])[CH3:10] |f:2.3,4.5|. Procedure: To a solution of 1.70 g of 2,8-dimethylnonan-5-one and 1.98 g of 1-(7-aminoheptyl)piperidine in 50 ml of methanol was added 6 N hydrochloric acid-ethanol to have a pH value of approx. 7 (pH test paper). To the resulting solution was added under cooling 1.26 g of sodium borohydride all at once. The resulting mixture was stirred under chilling with ice for one hour, and then stirred overnight at room temperature. The reaction mixture was concentrated, and the residue was extracted with chloroform ...